From a dataset of the Open Reaction Database (ORD), a public repository of structured organic reaction records. describe an organic reaction: reactants, conditions, products, and yield Starting materials: C(#N)CCNCCCCCNC1=NC(=CC(=N1)C)C (1-(2-cyanoethylamino)-5-(4,6-dimethyl-2-pyrimidylamino)pentane), C(CCCCCCCCCCCCC)(=O)Cl (tetradecanoyl chloride), acid chloride. Solvent: N1=CC=CC=C1 (pyridine). Yields the product C(#N)CCN(C(CCCCCCCCCCCCC)=O)CCCCCNC1=NC(=CC(=N1)C)C (1-[N-(2-cyanoethyl)tetradecanamido]-5-(4,6-dimethyl-2-pyrimidylamino)-pentane). As a reaction SMILES: [C:1]([CH2:3][CH2:4][NH:5][CH2:6][CH2:7][CH2:8][CH2:9][CH2:10][NH:11][C:12]1[N:17]=[C:16]([CH3:18])[CH:15]=[C:14]([CH3:19])[N:13]=1)#[N:2].[C:20](Cl)(=[O:34])[CH2:21][CH2:22][CH2:23][CH2:24][CH2:25][CH2:26][CH2:27][CH2:28][CH2:29][CH2:30][CH2:31][CH2:32][CH3:33]>N1C=CC=CC=1>[C:1]([CH2:3][CH2:4][N:5]([CH2:6][CH2:7][CH2:8][CH2:9][CH2:10][NH:11][C:12]1[N:13]=[C:14]([CH3:19])[CH:15]=[C:16]([CH3:18])[N:17]=1)[C:20](=[O:34])[CH2:21][CH2:22][CH2:23][CH2:24][CH2:25][CH2:26][CH2:27][CH2:28][CH2:29][CH2:30][CH2:31][CH2:32][CH3:33])#[N:2]. Procedure: Crude XIII was dissolved in dry pyridine to which 1 eq of tetradecanoyl chloride was added with stirring. The run was followed by tlc and excess acid chloride was added to drive the reaction to completion. Ice was then added to quench the reaction followed by the addition of CHCl3. The mixture was first extracted with 10% NaHCO3 and then with 1M HOAc to remove the bulk of the pyridine. The remaining CHCl3 phase was evaporated to yield the crude product which was purified by chromatography on a 1... The reactants are C(=O)(OCC1=CC=CC=C1)C=1C(=C(C=2CCCCC2C1)CN)O (3-Carbobenzyloxy-aminomethyl-5,6,7,8-tetrahydro-2-naphthol), C(CN)N (ethylenediamine), II (iodine), [I-].[K+] (potassium iodide). Solvent: C(C)O (ethanol), O (water). Reaction conditions: temperature 30 celsius. Product: IC1=C(C(=C(C=2CCCCC12)CN)C(=O)OCC1=CC=CC=C1)O (1-Iodo-3-carbobenzyloxy-aminomethyl-5,6,7,8-tetrahydro-2-naphthol). Isolated yield 108.1%. RXN SMILES: [C:1]([C:11]1[C:12]([OH:23])=[C:13](CN)[C:14]2[CH2:15][CH2:16][CH2:17][CH2:18][C:19]=2[CH:20]=1)([O:3][CH2:4][C:5]1[CH:10]=[CH:9][CH:8]=[CH:7][CH:6]=1)=[O:2].[CH2:24]([NH2:27])CN.[I:28]I.[I-].[K+]>C(O)C.O>[I:28][C:13]1[C:14]2[CH2:15][CH2:16][CH2:17][CH2:18][C:19]=2[C:20]([CH2:24][NH2:27])=[C:11]([C:1]([O:3][CH2:4][C:5]2[CH:10]=[CH:9][CH:8]=[CH:7][CH:6]=2)=[O:2])[C:12]=1[OH:23] |f:3.4|. Reported procedure: In 750 ml of ethanol was dissolved 50 g of the compound (4) under heating, and 7.5 g (8.35 L ml) of ethylenediamine was added to the solution. A mixture of 50.8 g of iodine and 41.5 g of potassium iodide was dissolved in 500 ml of water, and the resulting aqueous solution was added dropwise to the previously prepared solution over about 30 minutes under stirring at 30° C. After additional 1 hour`s stirring, the precipitating solid was filtered off, which was washed with 50% ethanol, and dried to... Starting materials: O=C(O)c1cc2cc(Br)ccc2o1, N=C=NC1CCCCC1, ClC(Cl)Cl, CC1CN(Cc2ccc(F)cc2)C(C)CN1, On1nnc2ccccc21. Product: CC1CN(C(=O)c2cc3cc(Br)ccc3o2)C(C)CN1Cc1ccc(F)cc1. Reaction SMILES: [Br:17][c:18]1[cH:19][cH:20][c:21]2[c:22]([cH:23][c:24]([C:26](=[O:27])[OH:28])[o:25]2)[cH:29]1.[CH:40]1([N:41]=[C:42]=[NH:43])[CH2:44][CH2:45][CH2:46][CH2:47][CH2:48]1.[Cl:49][CH:50]([Cl:51])[Cl:52].[F:1][c:2]1[cH:3][cH:4][c:5]([CH2:6][N:7]2[CH:8]([CH3:14])[CH2:9][NH:10][CH:11]([CH3:13])[CH2:12]2)[cH:15][cH:16]1.[OH:30][n:31]1[c:32]2[cH:33][cH:34][cH:35][cH:36][c:37]2[n:38][n:39]1>>[F:1][c:2]1[cH:3][cH:4][c:5]([CH2:6][N:7]2[CH:8]([CH3:14])[CH2:9][N:10]([C:26]([c:24]3[cH:23][c:22]4[c:21]([cH:20][cH:19][c:18]([Br:17])[cH:29]4)[o:25]3)=[O:27])[CH:11]([CH3:13])[CH2:12]2)[cH:15][cH:16]1. The reactants are N#N.O.Cl.Cl.COC([C@@H](NS(=O)(=O)C1=CC=CC=2C(N(C)C)=CC=CC12)CCCNC(N)=N)=O (N2 dansyl-L-arginine methyl ester dihydrochloride monohydrate), C(C)N (ethylamine). Run in O1CCCC1 (tetrahydrofuran). Run at time 3 day. The product is N#N.O.S(=O)(=O)(C1=CC=CC=2C(N(C)C)=CC=CC12)N[C@@H](CCCNC(N)=N)C(=O)NCC (N2 dansyl-N-ethyl-L-argininamide monohydrate). Isolated yield 93.0%. Reaction SMILES: [N:1]#[N:2].O.Cl.Cl.C[O:7][C:8](=[O:34])[C@H:9]([CH2:27][CH2:28][CH2:29][NH:30][C:31](=[NH:33])[NH2:32])[NH:10][S:11]([C:14]1[C:26]2[CH:25]=[CH:24][CH:23]=[C:19]([N:20]([CH3:22])[CH3:21])[C:18]=2[CH:17]=[CH:16][CH:15]=1)(=[O:13])=[O:12].[CH2:35]([NH2:37])[CH3:36]>O1CCCC1>[N:1]#[N:2].[OH2:7].[S:11]([NH:10][C@H:9]([C:8]([NH:37][CH2:35][CH3:36])=[O:34])[CH2:27][CH2:28][CH2:29][NH:30][C:31](=[NH:33])[NH2:32])([C:14]1[C:26]2[CH:25]=[CH:24][CH:23]=[C:19]([N:20]([CH3:21])[CH3:22])[C:18]=2[CH:17]=[CH:16][CH:15]=1)(=[O:12])=[O:13] |f:0.1.2.3.4,7.8.9|. Procedure: To a suspension of 1.0 gram of N2 -dansyl-L-arginine methyl ester dihydrochloride monohydrate in 1 ml of tetrahydrofuran was added 3 ml of ethylamine with cooling. The mixture was allowed to stand in a sealed tube at room temperature for three days. After the excess amine was removed by evaporation, the residue was poured into 50 ml of water to give a precipitate. Recrystallization from 50% aqueous methanol afforded N2 -dansyl-N-ethyl-L-argininamide monohydrate in 93% yield; mp. 220°-222° C. Reactants: CC[S-], CCOC(C)=O, Cl[Cu], CC(O)(C(=O)Nc1ccc(I)cc1Cl)C(F)(F)F, [Na+], c1ccc2ncccc2c1, c1ccncc1. Product: CCSc1ccc(NC(=O)C(C)(O)C(F)(F)F)c(Cl)c1. Reaction SMILES: [CH2:1]([CH3:2])[S-:3].[CH3:39][CH2:40][O:41][C:42](=[O:43])[CH3:44].[Cl:45][Cu:46].[Cl:5][c:6]1[c:7]([NH:13][C:14]([C:15]([C:16]([F:17])([F:18])[F:19])([CH3:20])[OH:21])=[O:22])[cH:8][cH:9][c:10]([I:12])[cH:11]1.[Na+:4].[cH:23]1[cH:24][c:25]2[c:26]([n:27][cH:28][cH:29][cH:30]2)[cH:31][cH:32]1.[cH:33]1[cH:34][cH:35][n:36][cH:37][cH:38]1>>[CH2:1]([CH3:2])[S:3][c:10]1[cH:9][cH:8][c:7]([NH:13][C:14]([C:15]([C:16]([F:17])([F:18])[F:19])([CH3:20])[OH:21])=[O:22])[c:6]([Cl:5])[cH:11]1. Starting materials: BrC=1C=C2C(=CN=CC2=CC1)O (6-Bromo-4-hydroxyisoquinoline), C(C)(C)N(CC)C(C)C (diisopropylethylamine), C1(=CC=CC=C1)P(CCCP(C1=CC=CC=C1)C1=CC=CC=C1)C1=CC=CC=C1 (1,3-bis(diphenylphosphino)propane), C[Si](CCO)(C)C (2-trimethylsilylethanol), C(C)(=O)OCC (ethyl acetate). Reagents/catalysts: [Pd](Cl)Cl (palladium chloride). Solvent: CN(C=O)C (dimethylformamide), CO (methanol). Conditions: temperature 60 celsius, time 8 hour. The product is OC1=CN=CC2=CC=C(C=C12)C(=O)OCC[Si](C)(C)C (2-(Trimethylsilyl)ethyl 4-hydroxyisoquinoline-6-carboxylate). Isolated yield 85.4%. As a reaction SMILES: Br[C:2]1[CH:3]=[C:4]2[C:9](=[CH:10][CH:11]=1)[CH:8]=[N:7][CH:6]=[C:5]2[OH:12].C(N(C(C)C)CC)(C)C.C1(P(C2C=CC=CC=2)CCCP(C2C=CC=CC=2)C2C=CC=CC=2)C=CC=CC=1.[C:51]([O:54][CH2:55][CH3:56])(=[O:53])C.[CH3:57][Si:58](C)([CH3:62])[CH2:59]CO>CN(C)C=O.[Pd](Cl)Cl.CO>[OH:12][C:5]1[C:4]2[C:9](=[CH:10][CH:11]=[C:2]([C:51]([O:54][CH2:55][CH2:56][Si:58]([CH3:62])([CH3:59])[CH3:57])=[O:53])[CH:3]=2)[CH:8]=[N:7][CH:6]=1. Procedure details: 6-Bromo-4-hydroxyisoquinoline (15.7 g, 70.0 mmol) produced in Example 15 (15a) was dissolved in dimethylformamide (100 mL), to which 2-trimethylsilylethanol (100 mL), diisopropylethylamine (27.1 g, 210 mmol), 1,3-bis(diphenylphosphino)propane (8.67 g, 21.0 mmol), and palladium chloride (3.72 g, 21.0 mmol) were then added, followed by stirring at 60° C. for eight hours under a carbon monoxide atmosphere. The solvent was distilled off under reduced pressure. Water was added to the residue thus obt... Starting materials: COC(=O)CBr, O=C([O-])[O-], CN(C)C=O, [I-], [K+], [K+], [K+], O, OC1CCN(C(c2ccccc2)(c2ccccc2)c2ccccc2)CC1=Cc1cn[nH]c1. Yields the product COC(=O)Cn1cc(C=C2CN(C(c3ccccc3)(c3ccccc3)c3ccccc3)CCC2O)cn1. Reaction SMILES: [Br:33][CH2:34][C:35](=[O:36])[O:37][CH3:38].[C:39](=[O:40])([O-:41])[O-:42].[CH3:47][N:48]([CH3:49])[CH:50]=[O:51].[I-:46].[K+:43].[K+:44].[K+:45].[OH2:52].[nH:1]1[n:2][cH:3][c:4]([CH:6]=[C:7]2[CH2:8][N:9]([C:14]([c:15]3[cH:16][cH:17][cH:18][cH:19][cH:20]3)([c:21]3[cH:22][cH:23][cH:24][cH:25][cH:26]3)[c:27]3[cH:28][cH:29][cH:30][cH:31][cH:32]3)[CH2:10][CH2:11][CH:12]2[OH:13])[cH:5]1>>[n:1]1([CH2:34][C:35](=[O:36])[O:37][CH3:38])[n:2][cH:3][c:4]([CH:6]=[C:7]2[CH2:8][N:9]([C:14]([c:15]3[cH:16][cH:17][cH:18][cH:19][cH:20]3)([c:21]3[cH:22][cH:23][cH:24][cH:25][cH:26]3)[c:27]3[cH:28][cH:29][cH:30][cH:31][cH:32]3)[CH2:10][CH2:11][CH:12]2[OH:13])[cH:5]1.